The task is: describe an organic reaction: reactants, conditions, products, and yield. This data is from the Open Reaction Database (ORD), a public repository of structured organic reaction records. Starting materials: BrCc1ccccc1, CC#N, [Na+], O=C([O-])O, c1ccc2c(c1)OC1(CCNCC1)c1cccn1-2. Yields the product c1ccc(CN2CCC3(CC2)Oc2ccccc2-n2cccc23)cc1. RXN SMILES: [Br:24][CH2:25][c:26]1[cH:27][cH:28][cH:29][cH:30][cH:31]1.[CH3:32][C:33]#[N:34].[Na+:23].[O-:19][C:20]([OH:21])=[O:22].[cH:1]1[cH:2][cH:3][c:4]2[n:5]1-[c:6]1[c:7]([cH:15][cH:16][cH:17][cH:18]1)[O:8][C:9]21[CH2:10][CH2:11][NH:12][CH2:13][CH2:14]1>>[cH:1]1[cH:2][cH:3][c:4]2[n:5]1-[c:6]1[c:7]([cH:15][cH:16][cH:17][cH:18]1)[O:8][C:9]21[CH2:10][CH2:11][N:12]([CH2:25][c:26]2[cH:27][cH:28][cH:29][cH:30][cH:31]2)[CH2:13][CH2:14]1. The reactants are CC(C)(C)OC(=O)Nc1ncc(CCN)s1, CC(Cl)Cl, O=CC1CCOCC1. Yields the product CC(C)(C)OC(=O)Nc1ncc(CCNCC2CCOCC2)s1. Reaction SMILES: [C:1]([CH3:2])([CH3:3])([CH3:4])[O:5][C:6]([NH:7][c:8]1[s:9][c:10]([CH2:13][CH2:14][NH2:15])[cH:11][n:12]1)=[O:16].[Cl:25][CH:26]([Cl:27])[CH3:28].[O:17]1[CH2:18][CH2:19][CH:20]([CH:23]=[O:24])[CH2:21][CH2:22]1>>[C:1]([CH3:2])([CH3:3])([CH3:4])[O:5][C:6]([NH:7][c:8]1[s:9][c:10]([CH2:13][CH2:14][NH:15][CH2:23][CH:20]2[CH2:19][CH2:18][O:17][CH2:22][CH2:21]2)[cH:11][n:12]1)=[O:16]. As a reaction SMILES: [ClH:32].[cH:1]1[cH:2][cH:3][cH:4][c:5]2[c:13]1[CH:12]([CH2:14][O:15][C:16](=[O:17])[NH:18][C:19]1([C:29](=[O:30])[OH:31])[CH2:20][CH2:21][C:22]3([O:23][CH2:26][CH2:25][O:24]3)[CH2:27][CH2:28]1)[c:11]1[c:6]-2[cH:7][cH:8][cH:9][cH:10]1>>[cH:1]1[cH:2][cH:3][cH:4][c:5]2[c:13]1[CH:12]([CH2:14][O:15][C:16](=[O:17])[NH:18][C:19]1([C:29](=[O:30])[OH:31])[CH2:20][CH2:21][C:22](=[O:23])[CH2:27][CH2:28]1)[c:11]1[c:6]-2[cH:7][cH:8][cH:9][cH:10]1. The product is O=C1CCC(NC(=O)OCC2c3ccccc3-c3ccccc32)(C(=O)O)CC1. Starting materials: Cl, O=C(NC1(C(=O)O)CCC2(CC1)OCCO2)OCC1c2ccccc2-c2ccccc21. Starting materials: ClC=1C=C(C=CC1)CC(=O)N[C@@H](C)C(=O)O (N-(3-chlorophenylacetyl)alanine), C1(C=CCCC1)O (cyclohex-2-en-1-ol). Yields the product C1(C=CCCC1)OC([C@@H](NC(CC1=CC(=CC=C1)Cl)=O)C)=O (N-[(3-chlorophenyl)acetyl]alanine cyclohex-2-enyl Ester). RXN SMILES: [Cl:1][C:2]1[CH:3]=[C:4]([CH2:8][C:9]([NH:11][C@H:12]([C:14]([OH:16])=[O:15])[CH3:13])=[O:10])[CH:5]=[CH:6][CH:7]=1.[CH:17]1(O)[CH2:22][CH2:21][CH2:20][CH:19]=[CH:18]1>>[CH:22]1([O:15][C:14](=[O:16])[C@H:12]([CH3:13])[NH:11][C:9](=[O:10])[CH2:8][C:4]2[CH:5]=[CH:6][CH:7]=[C:2]([Cl:1])[CH:3]=2)[CH2:21][CH2:20][CH2:19][CH:18]=[CH:17]1. Procedure details: Following General Procedure C above, and using N-(3-chlorophenylacetyl alanine (from Example D above) and cyclohex-2-en-1-ol (Aldrich) the title compound can be prepared. The reaction was monitored by tlc on silica gel and purification was by liquid chromatography using 3:7 EtOAc:hexane as the eluant. Reactants: [OH-].[Na+] (NaOH), FC1=C(C(=CC(=C1)S(=O)C)F)C1=C(C=CC(=N1)C(=O)OC)F (Methyl 6-[2,6-difluoro-4-(methylsulfinyl)phenyl]-5-fluoropyridine-2-carboxylate), Cl (HCl). Solvent: CO (MeOH), C1CCOC1 (THF). Reaction conditions: time 50 minute. Product: FC1=C(C(=CC(=C1)S(=O)C)F)C1=C(C=CC(=N1)C(=O)O)F (6-[2,6-Difluoro-4-(methylsulfinyl)phenyl]-5-fluoropyridine-2-carboxylic acid). As a reaction SMILES: [F:1][C:2]1[CH:7]=[C:6]([S:8]([CH3:10])=[O:9])[CH:5]=[C:4]([F:11])[C:3]=1[C:12]1[N:17]=[C:16]([C:18]([O:20]C)=[O:19])[CH:15]=[CH:14][C:13]=1[F:22].[OH-].[Na+].Cl>C1COCC1.CO>[F:1][C:2]1[CH:7]=[C:6]([S:8]([CH3:10])=[O:9])[CH:5]=[C:4]([F:11])[C:3]=1[C:12]1[N:17]=[C:16]([C:18]([OH:20])=[O:19])[CH:15]=[CH:14][C:13]=1[F:22] |f:1.2|. Reported procedure: Methyl 6-[2,6-difluoro-4-(methylsulfinyl)phenyl]-5-fluoropyridine-2-carboxylate (37.0 mg, 0.112 mmol) was dissolved in THF (0.12 mL) and MeOH (0.12 mL), and 1.0 M aq. NaOH (0.56 mL, 0.56 mmol) was then added. The reaction mixture was stirred at room temperature for 50 min. The mixture was then neutralized with HCl (12 M) to pH=7 and concentrated under reduced pressure to remove all the solvents. The residue was dissolved in THF, dried, filtered and concentrated under reduced pressure to give the... Reactants: NC=1C=CC2=C(CCCC(N2C)=O)C1 (7-amino-2,3,4,5-tetrahydro-1-methyl-2-oxo-1H-1-benzazepine), C(C)OC(=O)C1=CC=C(C(=O)Cl)C=C1 (p-ethoxycarbonylbenzoyl chloride). Yields the product CN1C(CCCC2=C1C=CC(=C2)NC(=O)C2=CC=C(C(=O)OCC)C=C2)=O (ethyl p-[(2,3,4,5-tetrahydro-1-methyl-2-oxo-1H-1-benzazepin-7-yl)carbamoyl]benzoate). Reaction SMILES: [NH2:1][C:2]1[CH:3]=[CH:4][C:5]2[N:11]([CH3:12])[C:10](=[O:13])[CH2:9][CH2:8][CH2:7][C:6]=2[CH:14]=1.[CH2:15]([O:17][C:18]([C:20]1[CH:28]=[CH:27][C:23]([C:24](Cl)=[O:25])=[CH:22][CH:21]=1)=[O:19])[CH3:16]>>[CH3:12][N:11]1[C:5]2[CH:4]=[CH:3][C:2]([NH:1][C:24]([C:23]3[CH:27]=[CH:28][C:20]([C:18]([O:17][CH2:15][CH3:16])=[O:19])=[CH:21][CH:22]=3)=[O:25])=[CH:14][C:6]=2[CH2:7][CH2:8][CH2:9][C:10]1=[O:13]. Procedure details: Analogous to Example 1, from 7-amino-2,3,4,5-tetrahydro-1-methyl-2-oxo-1H-1-benzazepine was reacted with p-ethoxycarbonylbenzoyl chloride to yield ethyl p-[(2,3,4,5-tetrahydro-1-methyl-2-oxo-1H-1-benzazepin-7-yl)carbamoyl]benzoate, m.p. 184°-185° C. Starting materials: C(C)(C)(C)C=1C=C(C=C(C1)C(C)(C)C)C(=CC=CC(=CC(=O)[O-])C)C (7-(3,5-di-t-butylphenyl)-3-methylocta-2,4,6-trienoate), CCOC(=O)C (EtOAc), Ar-H, Ar-H. The product is C(C)(C)(C)C=1C=C(C=C(C1)C(C)(C)C)C(C/C=C/C(=C/C(=O)OCC)/C)C (Ethyl (2E, 4E)-7-(3,5-di-t-butylphenyl)-3-methylocta-2,4-dienoate). Reaction SMILES: [C:1]([C:5]1[CH:6]=[C:7]([C:15]([CH3:25])=[CH:16][CH:17]=[CH:18][C:19]([CH3:24])=[CH:20][C:21]([O-:23])=[O:22])[CH:8]=[C:9]([C:11]([CH3:14])([CH3:13])[CH3:12])[CH:10]=1)([CH3:4])([CH3:3])[CH3:2].[CH3:26][CH2:27]OC(C)=O>>[C:1]([C:5]1[CH:6]=[C:7]([CH:15]([CH3:25])[CH2:16]/[CH:17]=[CH:18]/[C:19](/[CH3:24])=[CH:20]/[C:21]([O:23][CH2:26][CH3:27])=[O:22])[CH:8]=[C:9]([C:11]([CH3:12])([CH3:13])[CH3:14])[CH:10]=1)([CH3:2])([CH3:3])[CH3:4]. Procedure: Compound 13 was prepared from 12 in a similar manner as described for compound 7: TLC (5% EtOAc-95% hexanes) Rf 0.88; 1H-NMR (CDCl3) δ1.30 (m, 6H, CH2CH3 +CH3), 1.34 (s, 18H, 6(CH3)), 2.20, (s, 3H, CH3), 2.40 (m, 2H, CH2), 2.85 (m, 1H, CH), 4.14 (m, 2H, CH2CH3), 5.62 (s, 1H, =CH), 6.03 (m, 2H, =CH), 7.00 (d, J=I Hz, 2H, Ar-H), 7.24 (t, J=1 Hz, 1H, Ar-H).